The task is: describe an organic reaction: reactants, conditions, products, and yield. This data is from the Open Reaction Database (ORD), a public repository of structured organic reaction records. Starting materials: [H-].[Na+] (sodium hydride), ClC=1NC(=C(N1)C1=CC=CC=C1)C(=O)OCC (ethyl 2-chloro-4-phenylimidazole-5-carboxylate), S(=O)(=O)(OC)OC (dimethyl sulfate). The solvent is CN(C=O)C (dimethylformamide). Run at temperature 80 celsius. Product: ClC=1N(C(=C(N1)C1=CC=CC=C1)C(=O)OCC)C (ethyl 2-chloro-1-methyl-4-phenylimidazole-5-carboxylate). As a reaction SMILES: [H-].[Na+].[Cl:3][C:4]1[NH:5][C:6]([C:15]([O:17][CH2:18][CH3:19])=[O:16])=[C:7]([C:9]2[CH:14]=[CH:13][CH:12]=[CH:11][CH:10]=2)[N:8]=1.S(OC)(O[CH3:24])(=O)=O>CN(C)C=O>[Cl:3][C:4]1[N:5]([CH3:24])[C:6]([C:15]([O:17][CH2:18][CH3:19])=[O:16])=[C:7]([C:9]2[CH:14]=[CH:13][CH:12]=[CH:11][CH:10]=2)[N:8]=1 |f:0.1|. Procedure details: 0.6 g of sodium hydride was added to a solution of 7 g (0.028 mol) of ethyl 2-chloro-4-phenylimidazole-5-carboxylate in 25 ml of dimethylformamide. Upon completion of gas evolution, 4.2 g (0.033 mol) of dimethyl sulfate was added and the mixture was heated at 80° C. for 11/2 hours. The dimethylformamide was removed under reduced pressure and the residue was poured into dilute ammonium hydroxide. After extraction with ethyl acetate, drying and removal of the solvent, chromatography on silica gel ... Product: BrC1=C(NN=C1C1=CC(=CC=C1)Cl)N (4-bromo-5-(3-chloro-phenyl)-2H-pyrazol-3-ylamine). Reaction conditions: time 5 hour. Yield: 80.4%. Reactants: ClC=1C=C(C=CC1)C=1C=C(NN1)N (5-(3-chloro-phenyl)-2H-pyrazol-3-ylamine), BrN1C(CCC1=O)=O (N-bromosuccinimide). Procedure: To a stirring solution of 5-(3-chloro-phenyl)-2H-pyrazol-3-ylamine (1.53 g, 7.9 mmol) in THF (32 mL) was added N-bromosuccinimide (1.55 g, 8.7 mmol). The reaction mixture was stirred for 5 h at room temperature, then absorbed on silica gel. Purification on silica gel with 0-10% MeOH in CH2Cl2 as eluent provided 1.73 g (80%) of 4-bromo-5-(3-chloro-phenyl)-2H-pyrazol-3-ylamine as a brown solid. 1H NMR (d6-DMSO) δ: 12.2 and 12.4 (2 broad s, 1H, NH+tautomer), 7.77 (s, 1H), 7.73 (broad s, 1H), 7.48 (... The solvent is C1CCOC1 (THF). RXN SMILES: [Cl:1][C:2]1[CH:3]=[C:4]([C:8]2[CH:9]=[C:10]([NH2:13])[NH:11][N:12]=2)[CH:5]=[CH:6][CH:7]=1.[Br:14]N1C(=O)CCC1=O>C1COCC1>[Br:14][C:9]1[C:8]([C:4]2[CH:5]=[CH:6][CH:7]=[C:2]([Cl:1])[CH:3]=2)=[N:12][NH:11][C:10]=1[NH2:13]. The reactants are OBO, COC(=O)Cc1nc(-c2ccc(Cl)nc2)oc1C, CS(=O)(=O)c1ccccc1. Product: COC(=O)Cc1nc(-c2ccc(-c3ccc(S(C)(=O)=O)cc3)nc2)oc1C. Reaction SMILES: [BH:1]([OH:2])[OH:3].[CH3:14][O:15][C:16]([CH2:17][c:18]1[n:19][c:20](-[c:24]2[cH:25][n:26][c:27]([Cl:30])[cH:28][cH:29]2)[o:21][c:22]1[CH3:23])=[O:31].[CH3:4][S:5](=[O:6])(=[O:7])[c:8]1[cH:9][cH:10][cH:11][cH:12][cH:13]1>>[CH3:4][S:5](=[O:6])(=[O:7])[c:8]1[cH:9][cH:10][c:11](-[c:27]2[n:26][cH:25][c:24](-[c:20]3[n:19][c:18]([CH2:17][C:16]([O:15][CH3:14])=[O:31])[c:22]([CH3:23])[o:21]3)[cH:29][cH:28]2)[cH:12][cH:13]1.